Dataset: the Open Reaction Database (ORD), a public repository of structured organic reaction records. Task: describe an organic reaction: reactants, conditions, products, and yield Reactants: CO, [Cl-], COc1cc([N+](=O)[O-])c(F)cc1Cl, [Fe], [NH4+], O. Yields the product COc1cc(N)c(F)cc1Cl. As a reaction SMILES: [CH3:16][OH:17].[Cl-:14].[Cl:1][c:2]1[c:3]([O:12][CH3:13])[cH:4][c:5]([N+:9]([O-:10])=[O:11])[c:6]([F:8])[cH:7]1.[Fe:19].[NH4+:15].[OH2:18]>>[Cl:1][c:2]1[c:3]([O:12][CH3:13])[cH:4][c:5]([NH2:9])[c:6]([F:8])[cH:7]1.